From a dataset of the Open Reaction Database (ORD), a public repository of structured organic reaction records. describe an organic reaction: reactants, conditions, products, and yield The reactants are CC(C)(C)OC(=O)N1C(=O)CCC1C(O[SiH2]C(C)(C)C)(c1ccccc1)c1ccccc1, C1CCOC1, C[Si](C)(C)[N-][Si](C)(C)C, [Li+], CCOS(=O)(=O)C(F)(F)F. The product is CCC1CC(C(O[SiH2]C(C)(C)C)(c2ccccc2)c2ccccc2)N(C(=O)OC(C)(C)C)C1=O. As a reaction SMILES: [C:1]([CH3:2])([CH3:3])([CH3:4])[O:5][C:6](=[O:7])[N:8]1[C:9](=[O:32])[CH2:10][CH2:11][CH:12]1[C:13]([O:14][SiH2:15][C:16]([CH3:17])([CH3:18])[CH3:19])([c:20]1[cH:21][cH:22][cH:23][cH:24][cH:25]1)[c:26]1[cH:27][cH:28][cH:29][cH:30][cH:31]1.[CH2:53]1[O:54][CH2:55][CH2:56][CH2:57]1.[CH3:34][Si:35]([N-:36][Si:37]([CH3:38])([CH3:39])[CH3:40])([CH3:41])[CH3:42].[Li+:33].[S:43]([O:44][CH2:51][CH3:52])([C:45]([F:46])([F:47])[F:48])(=[O:49])=[O:50]>>[C:1]([CH3:2])([CH3:3])([CH3:4])[O:5][C:6](=[O:7])[N:8]1[C:9](=[O:32])[CH:10]([CH2:51][CH3:52])[CH2:11][CH:12]1[C:13]([O:14][SiH2:15][C:16]([CH3:17])([CH3:18])[CH3:19])([c:20]1[cH:21][cH:22][cH:23][cH:24][cH:25]1)[c:26]1[cH:27][cH:28][cH:29][cH:30][cH:31]1. Reactants: COC=1C=C(C=CC1)C=1C=2N(C=CC1)N=C(N2)N (8-(3-methoxyphenyl)-[1,2,4]triazolo[1,5-a]pyridin-2-amine), BrC1=CC(=NC=C1)C (4-bromo-2-methylpyridine), CC(C)([O-])C.[Na+] (sodium tert-butoxide), C1(=CC(=CC(=C1)C)C)P(C1=C(C2=CC=CC=C2C=C1)C1=C(C=CC2=CC=CC=C12)P(C1=CC(=CC(=C1)C)C)C1=CC(=CC(=C1)C)C)C1=CC(=CC(=C1)C)C (2,2′-bis[di(3,5-xylyl)phosphino]-1,1′-binaphthyl). Reagents/catalysts: C=1C=CC(=CC1)/C=C/C(=O)/C=C/C2=CC=CC=C2.C=1C=CC(=CC1)/C=C/C(=O)/C=C/C2=CC=CC=C2.C=1C=CC(=CC1)/C=C/C(=O)/C=C/C2=CC=CC=C2.[Pd].[Pd] (tris(dibenzylideneacetone)dipalladium). The solvent is C1(=CC=CC=C1)C (toluene). Conditions: temperature 110 celsius. Yields the product COC=1C=C(C=CC1)C=1C=2N(C=CC1)N=C(N2)NC2=CC(=NC=C2)C (8-(3-methoxyphenyl)-N-(2-methylpyridin-4-yl)-[1,2,4]triazolo[1,5-a]pyridin-2-amine). The yield is 38.6%. RXN SMILES: [CH3:1][O:2][C:3]1[CH:4]=[C:5]([C:9]2[C:10]3[N:11]([N:15]=[C:16]([NH2:18])[N:17]=3)[CH:12]=[CH:13][CH:14]=2)[CH:6]=[CH:7][CH:8]=1.Br[C:20]1[CH:25]=[CH:24][N:23]=[C:22]([CH3:26])[CH:21]=1.CC(C)([O-])C.[Na+].C1(P(C2C=C(C)C=C(C)C=2)C2C=CC3C(=CC=CC=3)C=2C2C3C(=CC=CC=3)C=CC=2P(C2C=C(C)C=C(C)C=2)C2C=C(C)C=C(C)C=2)C=C(C)C=C(C)C=1>C1(C)C=CC=CC=1.C1C=CC(/C=C/C(/C=C/C2C=CC=CC=2)=O)=CC=1.C1C=CC(/C=C/C(/C=C/C2C=CC=CC=2)=O)=CC=1.C1C=CC(/C=C/C(/C=C/C2C=CC=CC=2)=O)=CC=1.[Pd].[Pd]>[CH3:1][O:2][C:3]1[CH:4]=[C:5]([C:9]2[C:10]3[N:11]([N:15]=[C:16]([NH:18][C:20]4[CH:25]=[CH:24][N:23]=[C:22]([CH3:26])[CH:21]=4)[N:17]=3)[CH:12]=[CH:13][CH:14]=2)[CH:6]=[CH:7][CH:8]=1 |f:2.3,6.7.8.9.10|. Procedure: A suspension of 8-(3-methoxyphenyl)-[1,2,4]triazolo[1,5-a]pyridin-2-amine (0.150 g, 0.625 mmol, 1 equiv), 4-bromo-2-methylpyridine (0.160 g, 0.935 mmol, 1.5 equiv), tris(dibenzylideneacetone)dipalladium (0) (27.5 mg, 0.03 mmol, 0.05 equiv), sodium tert-butoxide (0.90 g, 0.94 mmol, 1.5 equiv), and 2,2′-bis[di(3,5-xylyl)phosphino]-1,1′-binaphthyl (38.9 mg, 0.625 mmol, 0.1 equiv) in toluene (2 mL) was purged with nitrogen for 15 min. The reaction mixture was heated at 110° C. by microwave for 10 mi... Yields the product BrC1=C(O[C@@H](C(=O)OC)CC2=CC=CC=C2)C(=CC(=C1)C1=C2C=CC=CC2=C(C2=C1C1=C(S2)C=CC=C1)OC)Br ((R)-2-[2,6-Dibromo-4-(6-methoxy-benzo[b]naphtho[2,3-d]thiophen-11-yl)-phenoxy]-3 -phenyl-propionic acid, methyl ester). Procedure: Prepared from 2,6-dibromo-4-(6-methoxy-benzo[b]naphtho[2,3-d]thiophen-11-yl )-phenol (Example 63) and (S)-2-hydroxy-3-phenylpropionic acid, methyl ester (Example 96) according to the procedure of Example 107. White solid (0.608 g, 96%): NMR (THF-d8); δ8.29-8.26 (m, 1 H), 7.87 (d., J=8 Hz, 1 H), 7.72 - 7.68 (dd, 2 H, J=4, 2 Hz), 7.60 - 7.56 (m, 2 H), 7.48-7.37 (m, 4 H), 7.32 - 7.28 (m, 2 H), 7.25-7.23 (m, 2 H), 7.20 - 7.15 (m, 2 H), 6.85 - 6.82 (m, 1 H), 5.22(dd, 1 H, J=14, 2, Hz), 4.17 (s, 1 H),... RXN SMILES: [Br:1][C:2]1[CH:7]=[C:6]([C:8]2[C:17]3[C:18]4[CH:24]=[CH:23][CH:22]=[CH:21][C:19]=4[S:20][C:16]=3[C:15]([O:25][CH3:26])=[C:14]3[C:9]=2[CH:10]=[CH:11][CH:12]=[CH:13]3)[CH:5]=[C:4]([Br:27])[C:3]=1[OH:28].O[C@@H:30]([CH2:35][C:36]1[CH:41]=[CH:40][CH:39]=[CH:38][CH:37]=1)[C:31]([O:33][CH3:34])=[O:32].BrBr>>[Br:27][C:4]1[CH:5]=[C:6]([C:8]2[C:17]3[C:18]4[CH:24]=[CH:23][CH:22]=[CH:21][C:19]=4[S:20][C:16]=3[C:15]([O:25][CH3:26])=[C:14]3[C:9]=2[CH:10]=[CH:11][CH:12]=[CH:13]3)[CH:7]=[C:2]([Br:1])[C:3]=1[O:28][C@H:30]([CH2:35][C:36]1[CH:41]=[CH:40][CH:39]=[CH:38][CH:37]=1)[C:31]([O:33][CH3:34])=[O:32]. The reactants are 678, BrBr (bromine), BrC1=C(C(=CC(=C1)C1=C2C=CC=CC2=C(C2=C1C1=C(S2)C=CC=C1)OC)Br)O (2,6-dibromo-4-(6-methoxy-benzo[b]naphtho[2,3-d]thiophen-11-yl )-phenol), O[C@H](C(=O)OC)CC1=CC=CC=C1 ((S)-2-Hydroxy-3-phenylpropionic acid, methyl ester), 674, solid, 676. The reactants are COc1ccc(C(C)N)cc1, Clc1cncc(Cl)n1. Product: COc1ccc(C(C)Nc2cncc(Cl)n2)cc1. As a reaction SMILES: [CH3:1][O:2][c:3]1[cH:4][cH:5][c:6]([CH:7]([CH3:8])[NH2:9])[cH:10][cH:11]1.[Cl:12][c:13]1[n:14][c:15]([Cl:19])[cH:16][n:17][cH:18]1>>[CH3:1][O:2][c:3]1[cH:4][cH:5][c:6]([CH:7]([CH3:8])[NH:9][c:15]2[n:14][c:13]([Cl:12])[cH:18][n:17][cH:16]2)[cH:10][cH:11]1. The reactants are C(CCC)N1N=C(N=C1CC=1C=CC(=NC1)C1=C(C=CC=C1)C1=NN=NN1)C(CCC)O (5-[2-[5-[[1-butyl-3-(1-hydroxybutyl)-1H-1,2,4-triazol-5-yl]methyl]-2-pyridinyl]phenyl]-1H-tetrazole), C(C)N(CC)S(F)(F)F (DAST). Product: C(CCC)N1N=C(N=C1CC=1C=CC(=NC1)C1=C(C=CC=C1)C1=NN=NN1)C(CCC)F (5-[2-[5-[[1-butyl-3-(1-fluorobutyl)-1H-1,2,4-triazol-5-yl]methyl]-2-pyridinyl]phenyl]-1H-tetrazole). RXN SMILES: [CH2:1]([N:5]1[C:9]([CH2:10][C:11]2[CH:12]=[CH:13][C:14]([C:17]3[CH:22]=[CH:21][CH:20]=[CH:19][C:18]=3[C:23]3[NH:27][N:26]=[N:25][N:24]=3)=[N:15][CH:16]=2)=[N:8][C:7]([CH:28](O)[CH2:29][CH2:30][CH3:31])=[N:6]1)[CH2:2][CH2:3][CH3:4].C(N(S(F)(F)[F:39])CC)C>>[CH2:1]([N:5]1[C:9]([CH2:10][C:11]2[CH:12]=[CH:13][C:14]([C:17]3[CH:22]=[CH:21][CH:20]=[CH:19][C:18]=3[C:23]3[NH:27][N:26]=[N:25][N:24]=3)=[N:15][CH:16]=2)=[N:8][C:7]([CH:28]([F:39])[CH2:29][CH2:30][CH3:31])=[N:6]1)[CH2:2][CH2:3][CH3:4]. Reported procedure: Reaction of the compound of Example 10 with DAST (diethylaminosulfur trifluoride) gave 5-[2-[5-[[1-butyl-3-(1-fluorobutyl)-1H-1,2,4-triazol-5-yl]methyl]-2-pyridinyl]phenyl]-1H-tetrazole: NMR (CDCL3) δ 0.91 (t, J=7 Hz, 3H), 0.99 (t, J=7 Hz, 3H), 1.22-1.63 (m, 4H), 1.71-2.28 (m, 4H), 4.03 (t, J=7 Hz, 2H), 4.14 (s, 2H), 5.52 (ddd, J=48, 9, and 6 Hz, 1H), 7.23 (d, J=9 Hz, 1H), 7.38-7.50 (m, 3H), 7.69 (dd, J=9 and 2 Hz, 1H), 7.80-7.88 (m, 1H), 8.53 (d, J=2 Hz, 1H); MS(EC) m/e (rel intensity) 435(100)... The reactants are Cl (Hydrochloric acid), C(C)(C)N(C(CC(C1=CC=CC=C1)C1=C(C=CC(=C1)C)OCC1=CC=CC=C1)=O)C(C)C (N,N-diisopropyl-3-(2-benzyloxy-5-methyl-phenyl)-3-phenyl propane amide), [BH4-].[Na+] (Sodium borohydride), B(F)(F)F.CCOCC (Borontrifluoride etherate). Run in O (water), O1CCCC1 (Tetrahydrofuran). Conditions: temperature 2 celsius, time 11 hour. Yields the product C(C)(C)N(CCC(C1=CC=CC=C1)C1=C(C=CC(=C1)C)OCC1=CC=CC=C1)C(C)C ((±) N,N-diisopropyl-3-(2-benzyloxy-5-methylphenyl)-3-phenyl propane amine). As a reaction SMILES: [CH:1]([N:4]([CH:30]([CH3:32])[CH3:31])[C:5](=O)[CH2:6][CH:7]([C:14]1[CH:19]=[C:18]([CH3:20])[CH:17]=[CH:16][C:15]=1[O:21][CH2:22][C:23]1[CH:28]=[CH:27][CH:26]=[CH:25][CH:24]=1)[C:8]1[CH:13]=[CH:12][CH:11]=[CH:10][CH:9]=1)([CH3:3])[CH3:2].[BH4-].[Na+].B(F)(F)F.CCOCC.Cl>O.O1CCCC1>[CH:30]([N:4]([CH:1]([CH3:3])[CH3:2])[CH2:5][CH2:6][CH:7]([C:14]1[CH:19]=[C:18]([CH3:20])[CH:17]=[CH:16][C:15]=1[O:21][CH2:22][C:23]1[CH:24]=[CH:25][CH:26]=[CH:27][CH:28]=1)[C:8]1[CH:13]=[CH:12][CH:11]=[CH:10][CH:9]=1)([CH3:32])[CH3:31] |f:1.2,3.4|. Reported procedure: N,N-diisopropyl-3-(2-benzyloxy-5-methyl-phenyl)-3-phenyl propane amide (1.0 Kg,), Tetrahydrofuran (5.0 lit) and Sodium borohydride (0.43 Kg) were taken into the round bottom flask. The contents were cooled to 2±3° C. followed by drop wise addition of Borontrifluoride etherate (1.93 Kg). The reaction mixture was stirred for 10-12 hrs at 33±2° C. After completion of the reaction a solution of Conc. Hydrochloric acid (2.83 L) into Process water (2.83 L) was added to the reaction mass at 40±10° C. a... Run in C(C)(=O)OCC (ethyl acetate). Reaction SMILES: [O:1]=[C:2]1[C:6]2C=CC=CC=2C(=O)[N:3]1[CH2:12][CH2:13][CH2:14][S:15]([O:18][CH2:19][C:20]([CH3:36])([CH3:35])[C@@H:21]([O:27][CH2:28][C:29]1[CH:34]=[CH:33][CH:32]=[CH:31][CH:30]=1)[C:22]([O:24][CH2:25][CH3:26])=[O:23])(=[O:17])=[O:16].C(O)C.NN.C(OC(=O)C)(=O)C>C(OCC)(=O)C>[C:2]([NH:3][CH2:12][CH2:13][CH2:14][S:15]([O:18][CH2:19][C:20]([CH3:35])([CH3:36])[C@@H:21]([O:27][CH2:28][C:29]1[CH:34]=[CH:33][CH:32]=[CH:31][CH:30]=1)[C:22]([O:24][CH2:25][CH3:26])=[O:23])(=[O:17])=[O:16])(=[O:1])[CH3:6]. The yield is 69.0%. Product: C(C)(=O)NCCCS(=O)(=O)OCC([C@H](C(=O)OCC)OCC1=CC=CC=C1)(C)C (Ethyl (2R)-4-{[3-(acetylamino)propyl]sulfonyloxy}-3,3-dimethyl-2-(phenylmethoxy)butanoate). Starting materials: O=C1N(C(C2=C1C=CC=C2)=O)CCCS(=O)(=O)OCC([C@H](C(=O)OCC)OCC2=CC=CC=C2)(C)C (Ethyl (2R)-4-{[3-(1,3-dioxobenzo[c]azolin-2-yl)propyl]sulfonyloxy}-3,3-dimethyl-2-(phenylmethoxy)butanoate), mixture, C(C)O (ethanol), NN (Hydrazine), C(C)(=O)OC(C)=O (acetic anhydride). Reported procedure: Adapting procedures or variations thereof according to Duncan et al., J. Org. Chem. 2001, 66, 5237-5240; Shue et al., Bioorg. Med. Chem. Lett. 1996, 6, 1709-1714; and Khan, J. Org. Chem. 1995, 60, 4536-4541, a 100 mL round-bottomed flask was charged with ethyl (2R)-4-{[3-(1,3-dioxobenzo[c]azolin-2-yl)propyl]sulfonyloxy}-3,3-dimethyl-2-(phenylmethoxy)butanoate (22a) (1.4 g, 2.7 mmol) and 20 mL of a mixture of ethanol (EtOH)/ethyl acetate (EtOAc) (1:1 v/v). Hydrazine (N2H4) (ca. 0.17 mL, 0.17 g, 5...